This data is from the Open Reaction Database (ORD), a public repository of structured organic reaction records. The task is: describe an organic reaction: reactants, conditions, products, and yield Starting materials: C(C=C)OC1(CCN(CC1)C1=C(C(=CC=2N1C=C(N2)C=2C=C(C=CC2)C2=C(C=C(C=C2)F)O[C@@H](C)CC=C)C)[C@@H](C(=O)OC)OC(C)(C)C)C ((S)-methyl 2-(5-(4-(allyloxy)-4-methylpiperidin-1-yl)-2-(4′-fluoro-2′-((S)-pent-4-en-2-yloxy)-[1,1′-biphenyl]-3-yl)-7-methylimidazo[1,2-a]pyridin-6-yl)-2-(tert-butoxy)acetate), TsOH monohydrate. Reagents/catalysts: CC1=CC(=C(C(=C1)C)N2CCN(C2=[Ru](=CC3=C(C=CC=C3)OC(C)C)(Cl)Cl)C4=C(C=C(C=C4C)C)C)C (Hoveyda Grubbs 2nd generation). The solvent is ClCCCl (DCE). Run at time 2 hour. The product is C(C)(C)(C)O[C@H](C(=O)OC)C1=C2N3CCC(OCC=CC[C@@H](OC=4C=C(C=CC4C4=CC=CC(C5=CN2C(C=C1C)=N5)=C4)F)C)(CC3)C (Methyl(2S)-2-(tert-butoxy)-2-[(22S)-18-fluoro-4,22,28-trimethyl-21,27-dioxa-1,7,34-triazahexacyclo[26.2.2.16,9.110,14.02,7.015,20]tetratriaconta-2,4,6(34),8,10(33),11,13,15(20),16,18,24-undecaen-3-yl]acetate). Isolated yield 99.3%. As a reaction SMILES: [CH2:1]([O:4][C:5]1([CH3:50])[CH2:10][CH2:9][N:8]([C:11]2[N:16]3[CH:17]=[C:18]([C:20]4[CH:21]=[C:22]([C:26]5[CH:31]=[CH:30][C:29]([F:32])=[CH:28][C:27]=5[O:33][C@H:34]([CH2:36]C=C)[CH3:35])[CH:23]=[CH:24][CH:25]=4)[N:19]=[C:15]3[CH:14]=[C:13]([CH3:39])[C:12]=2[C@H:40]([O:45][C:46]([CH3:49])([CH3:48])[CH3:47])[C:41]([O:43][CH3:44])=[O:42])[CH2:7][CH2:6]1)[CH:2]=[CH2:3]>ClCCCl.CC1C=C(C)C(N2C(=[Ru](Cl)(Cl)=CC3C=CC=CC=3OC(C)C)N(C3C(C)=CC(C)=CC=3C)CC2)=C(C)C=1>[C:46]([O:45][C@@H:40]([C:12]1[C:13]([CH3:39])=[CH:14][C:15]2=[N:19][C:18]3=[CH:17][N:16]2[C:11]=1[N:8]1[CH2:7][CH2:6][C:5]([CH3:50])([O:4][CH2:1][CH:2]=[CH:3][CH2:36][C@H:34]([CH3:35])[O:33][C:27]2[CH:28]=[C:29]([F:32])[CH:30]=[CH:31][C:26]=2[C:22]2[CH:21]=[C:20]3[CH:25]=[CH:24][CH:23]=2)[CH2:10][CH2:9]1)[C:41]([O:43][CH3:44])=[O:42])([CH3:48])([CH3:47])[CH3:49]. Reported procedure: A solution of (S)-methyl 2-(5-(4-(allyloxy)-4-methylpiperidin-1-yl)-2-(4′-fluoro-2′-((S)-pent-4-en-2-yloxy)-[1,1′-biphenyl]-3-yl)-7-methylimidazo[1,2-a]pyridin-6-yl)-2-(tert-butoxy)acetate (0.21 g, 0.307 mmol, 1 equiv) and TsOH monohydrate (58 mg, 0.307 mmol, 1 equiv) in DCE (300 mL) was heated to 80° C. The Hoveyda Grubbs 2nd generation catalyst (19 mg, 0.031 mmol, 0.1 equiv) was added. The pale green brown solution was stirred for 2 h. Upon cooling to ambient temperature, the reaction was wash... Run in CO (MeOH), C1CCOC1 (THF). RXN SMILES: [C:1]1([C:7]2[S:8][C:9]([C:18]([O:20]C)=O)=[C:10]([C:12]3[CH:17]=[CH:16][CH:15]=[CH:14][CH:13]=3)[N:11]=2)[CH:6]=[CH:5][CH:4]=[CH:3][CH:2]=1.[NH2:22][OH:23].[OH-].[K+]>CO.C1COCC1>[OH:23][NH:22][C:18]([C:9]1[S:8][C:7]([C:1]2[CH:6]=[CH:5][CH:4]=[CH:3][CH:2]=2)=[N:11][C:10]=1[C:12]1[CH:17]=[CH:16][CH:15]=[CH:14][CH:13]=1)=[O:20] |f:2.3|. Conditions: temperature 0 celsius, time 18 hour. Reported procedure: A 100 mL round-bottomed flask was charged with methyl 2,4-diphenylthiazole-5-carboxylate 73 (420 mg, 1.422 mmol) in MeOH (2.844 ml) and THF (2.84 ml) and the solution was cooled down to 0° C. Then a 50% aqueous solution of hydroxylamine (4697 mg, 71.1 mmol) and 4M potassium hydroxide solution (0.427 ml, 1.706 mmol) were added and the reaction mixture was allowed to warm up to rt while stirring for 18 h. The reaction mixture was partitioned between EtOAc and water. The aqueous layer was extracted... Reactants: C1(=CC=CC=C1)C=1SC(=C(N1)C1=CC=CC=C1)C(=O)OC (methyl 2,4-diphenylthiazole-5-carboxylate), aqueous solution, NO (hydroxylamine), [OH-].[K+] (potassium hydroxide). Yields the product ONC(=O)C1=C(N=C(S1)C1=CC=CC=C1)C1=CC=CC=C1 (N-hydroxy-2,4-diphenylthiazole-5-carboxamide). Yield: 71.9%. Solvent: CO (methanol). Reagents/catalysts: [Pd] (palladium on carbon). The reactants are C(C1=CC=CC=C1)ON1C(C2(CC1)CC(OC1=C2C=C(C=C1)F)C)=O (1'-benzyloxy-2,3-dihydro-6-fluoro-2-methyl-spiro-(4H-1-benzopyran-4,3'-pyrrolidine)-2'-one). Reported procedure: A solution of the more polar diastereomer of 1'-benzyloxy-2,3-dihydro-6-fluoro-2-methyl-spiro-(4H-1-benzopyran-4,3'-pyrrolidine)-2'-one (1.7 g) in methanol (75 mL) containing 10% palladium on carbon (350 mg) was stirred vigorously under hydrogen gas (1 atm). After 15 minutes, the mixture was filtered, and the filtrate was concentrated in vacuo. The title compound was obtained as needles following recrystallization from ethyl acetate hexanes (m.p. 205°-207° C., 840 mg). The product is ON1C(C2(CC1)CC(OC1=C2C=C(C=C1)F)C)=O (1'-hydroxy-2,3-dihydro-6-fluoro-2-methyl-spiro-(4H-1-benzopyran-4,3'-pyrrolidine)-2'one). Run at time 15 minute. Reaction SMILES: C([O:8][N:9]1[CH2:13][CH2:12][C:11]2([C:18]3[CH:19]=[C:20]([F:23])[CH:21]=[CH:22][C:17]=3[O:16][CH:15]([CH3:24])[CH2:14]2)[C:10]1=[O:25])C1C=CC=CC=1>CO.[Pd]>[OH:8][N:9]1[CH2:13][CH2:12][C:11]2([C:18]3[CH:19]=[C:20]([F:23])[CH:21]=[CH:22][C:17]=3[O:16][CH:15]([CH3:24])[CH2:14]2)[C:10]1=[O:25]. The reactants are Cc1ccccc1, N#Cc1c(N2CCOCC2)sc(C(=O)NCCN)c1-c1ccc(Cl)cc1Cl, O=P(Cl)(Cl)Cl. Yields the product N#Cc1c(N2CCOCC2)sc(C2=NCCN2)c1-c1ccc(Cl)cc1Cl. Reaction SMILES: [CH3:33][c:34]1[cH:35][cH:36][cH:37][cH:38][cH:39]1.[NH2:1][CH2:2][CH2:3][NH:4][C:5](=[O:6])[c:7]1[s:8][c:9]([N:22]2[CH2:23][CH2:24][O:25][CH2:26][CH2:27]2)[c:10]([C:20]#[N:21])[c:11]1-[c:12]1[c:13]([Cl:19])[cH:14][c:15]([Cl:18])[cH:16][cH:17]1.[P:28]([Cl:29])([Cl:30])([Cl:31])=[O:32]>>[N:1]1=[C:5]([c:7]2[s:8][c:9]([N:22]3[CH2:23][CH2:24][O:25][CH2:26][CH2:27]3)[c:10]([C:20]#[N:21])[c:11]2-[c:12]2[c:13]([Cl:19])[cH:14][c:15]([Cl:18])[cH:16][cH:17]2)[NH:4][CH2:3][CH2:2]1.